From a dataset of the Open Reaction Database (ORD), a public repository of structured organic reaction records. describe an organic reaction: reactants, conditions, products, and yield Reactants: ClC(Cl)(Cl)Cl, Cc1cccc(C)c1C(=O)OC(C)C, O=C1CCC(=O)N1Cl, CC(C)(C#N)N=NC(C)(C)C#N. Product: Cc1cccc(CCl)c1C(=O)OC(C)C. Reaction SMILES: [C:35]([Cl:36])([Cl:37])([Cl:38])[Cl:39].[CH3:1][c:2]1[c:3]([C:4](=[O:5])[O:6][CH:7]([CH3:8])[CH3:9])[c:10]([CH3:14])[cH:11][cH:12][cH:13]1.[Cl:15][N:16]1[C:17](=[O:18])[CH2:19][CH2:20][C:21]1=[O:22].[N:23]#[C:24][C:25]([N:26]=[N:27][C:28]([C:29]#[N:30])([CH3:31])[CH3:32])([CH3:33])[CH3:34]>>[CH2:1]([c:2]1[c:3]([C:4](=[O:5])[O:6][CH:7]([CH3:8])[CH3:9])[c:10]([CH3:14])[cH:11][cH:12][cH:13]1)[Cl:15]. Product: CCOC(=O)N1CCC2(CC1)CC(O)(C#Cc1ccccc1)CO2. Reactants: [Br-], C1CCOC1, CCOC(=O)N1CCC2(CC1)CC(=O)CO2, [Mg+]C#Cc1ccccc1. RXN SMILES: [Br-:17].[CH2:27]1[O:28][CH2:29][CH2:30][CH2:31]1.[O:1]=[C:2]1[CH2:3][C:4]2([O:5][CH2:6]1)[CH2:7][CH2:8][N:9]([C:12](=[O:13])[O:14][CH2:15][CH3:16])[CH2:10][CH2:11]2.[c:18]1([C:24]#[C:25][Mg+:26])[cH:19][cH:20][cH:21][cH:22][cH:23]1>>[OH:1][C:2]1([C:25]#[C:24][c:18]2[cH:19][cH:20][cH:21][cH:22][cH:23]2)[CH2:3][C:4]2([O:5][CH2:6]1)[CH2:7][CH2:8][N:9]([C:12](=[O:13])[O:14][CH2:15][CH3:16])[CH2:10][CH2:11]2.